Dataset: the Open Reaction Database (ORD), a public repository of structured organic reaction records. Task: describe an organic reaction: reactants, conditions, products, and yield Starting materials: C(C)OC(=O)C=1N(N=C(C1CC=1SC(=CC1)C1(CC=CC1)C(=O)OCC)CCCC)CCCC (2,5-dibutyl-4-[5-(1 -ethoxycarbonylcyclopent-3-enyl)thiophen-2-ylmethyl]-2H-pyrazole-3-carboxylic acid ethyl ester), C(C)OC(=O)C=1N(N=C(C1CC=1SC(=CC1)C1(CC=CC1)C(=O)OCC)CCCC)CCCC (2,5-dibutyl-4-[5-(1 -ethoxycarbonylcyclopent-3-enyl)thiophen-2-ylmethyl]-2H-pyrazole-3-carboxylic acid ethyl ester), [OH-].[Na+] (NaOH). Run in CO (methanol). Reaction conditions: time 5 hour. Yields the product C(CCC)N1N=C(C(=C1C(=O)O)CC=1SC(=CC1)C1(CC=CC1)C(=O)O)CCCC (2,5-dibutyl-4-[5-(1-carboxycyclopent-3-enyl)thiophen-2-ylmethyl]-2H-pyrazole-3-carboxylic acid). RXN SMILES: C([O:3][C:4]([C:6]1[N:7]([CH2:31][CH2:32][CH2:33][CH3:34])[N:8]=[C:9]([CH2:27][CH2:28][CH2:29][CH3:30])[C:10]=1[CH2:11][C:12]1[S:13][C:14]([C:17]2([C:22]([O:24]CC)=[O:23])[CH2:21][CH:20]=[CH:19][CH2:18]2)=[CH:15][CH:16]=1)=[O:5])C.[OH-].[Na+]>CO>[CH2:31]([N:7]1[C:6]([C:4]([OH:5])=[O:3])=[C:10]([CH2:11][C:12]2[S:13][C:14]([C:17]3([C:22]([OH:24])=[O:23])[CH2:21][CH:20]=[CH:19][CH2:18]3)=[CH:15][CH:16]=2)[C:9]([CH2:27][CH2:28][CH2:29][CH3:30])=[N:8]1)[CH2:32][CH2:33][CH3:34] |f:1.2|. Reported procedure: The product of Step 2, above (86) (40 mg), was dissolved in 1.0 ml of methanol and an excess of 2N NaOH (0.5 ml) was added. The reaction mixture was stirred at room temperature for 5 hours, evaporated to dryness and the residue taken up into water. The aqueous solution was extracted with ethyl acetate to remove unreacted starting material, then was acidified with acetic acid and extracted again with ethyl acetate. The EtOAc extract was dried and concentrated using heptane to azeotrope off any re...